Dataset: the Open Reaction Database (ORD), a public repository of structured organic reaction records. Task: describe an organic reaction: reactants, conditions, products, and yield Product: CC=1SC2=C(N1)C=CC(=C2)C(CCC2CCN(CC2)C(=O)C(C)Cl)=O (1-(2-methyl-6-benzothiazolyl)-3-[(1-chloroethylformyl)-4-piperidinyl]-1-propanone). Yield: 100.0%. RXN SMILES: [CH3:1][C:2]1[S:3][C:4]2[CH:10]=[C:9]([C:11](=[O:27])[CH2:12][CH2:13][CH:14]3[CH2:19][CH2:18][N:17]([CH2:20]C4C=CC=CC=4)[CH2:16][CH2:15]3)[CH:8]=[CH:7][C:5]=2[N:6]=1.ClC(O[CH:32]([Cl:34])[CH3:33])=O.[OH2:35]>ClCCCl>[CH3:1][C:2]1[S:3][C:4]2[CH:10]=[C:9]([C:11](=[O:27])[CH2:12][CH2:13][CH:14]3[CH2:19][CH2:18][N:17]([C:20]([CH:32]([Cl:34])[CH3:33])=[O:35])[CH2:16][CH2:15]3)[CH:8]=[CH:7][C:5]=2[N:6]=1. Reported procedure: A mixture of 0.90 g (2.38 mM) of 1-(2-methyl-6-benzthiazolyl)-3-[1-(phenylmethyl)-4-piperidinyl]-1-propanone (Example 27) and 0.33 mL (3.1 mM) of 1-chloroethyl chloroformate was refluxed in 10 mL of 1,2-dichloroethane for 2 hours. The resulting brown solution was cooled to room temperature and diluted with 15 mL of water. This mixture was extracted twice with 20 mL of ethyl acetate. The ethyl acetate extracts were combined, dried (Na2SO4), and evaporated to yield 1.0 g (100%) 1-(2-methyl-6-benzo... Run in ClCCCl (1,2-dichloroethane). Starting materials: CC=1SC2=C(N1)C=CC(=C2)C(CCC2CCN(CC2)CC2=CC=CC=C2)=O (1-(2-methyl-6-benzthiazolyl)-3-[1-(phenylmethyl)-4-piperidinyl]-1-propanone), ClC(=O)OC(C)Cl (1-chloroethyl chloroformate), O (water). The reactants are Diethyl (4-{[4-{[4-fluoro-2-(methylcarbamoyl)phenyl]amino}-5-(trifluoromethyl)pyrimidin-2-yl]amino}-3-benzyl)phosphonate, NC1=C(C(=O)NC)C=C(C=C1)C#N (2-amino-5-cyano-N-methylbenzamide), ClC1=NC(=NC=C1C(F)(F)F)NC1=CC=C(CP(OCC)(OCC)=O)C=C1 (diethyl (4-{[4-chloro-5-(trifluoromethyl)pyrimidin-2-yl]amino}benzyl)phosphonate), NC1=C(C(=O)NC)C=C(C=C1)C#N (2-amino-5-cyano-N-methylbenzamide). Product: C(#N)C1=CC(=C(C=C1)NC1=NC(=NC=C1C(F)(F)F)NC1=CC=C(CP(OCC)(OCC)=O)C=C1)C(NC)=O (Diethyl (4-{[4-{[4-cyano-2-(methylcarbamoyl)phenyl]amino}-5-(trifluoromethyl)pyrimidin-2-yl]amino}benzyl)phosphonate). The yield is 21.8%. RXN SMILES: Cl[C:2]1[C:7]([C:8]([F:11])([F:10])[F:9])=[CH:6][N:5]=[C:4]([NH:12][C:13]2[CH:27]=[CH:26][C:16]([CH2:17][P:18](=[O:25])([O:22][CH2:23][CH3:24])[O:19][CH2:20][CH3:21])=[CH:15][CH:14]=2)[N:3]=1.[NH2:28][C:29]1[CH:38]=[CH:37][C:36]([C:39]#[N:40])=[CH:35][C:30]=1[C:31]([NH:33][CH3:34])=[O:32]>>[C:39]([C:36]1[CH:37]=[CH:38][C:29]([NH:28][C:2]2[C:7]([C:8]([F:10])([F:9])[F:11])=[CH:6][N:5]=[C:4]([NH:12][C:13]3[CH:14]=[CH:15][C:16]([CH2:17][P:18](=[O:25])([O:19][CH2:20][CH3:21])[O:22][CH2:23][CH3:24])=[CH:26][CH:27]=3)[N:3]=2)=[C:30]([C:31](=[O:32])[NH:33][CH3:34])[CH:35]=1)#[N:40]. Procedure: The title compound was prepared using the procedure from Example 102 (Diethyl (4-{[4-{[4-fluoro-2-(methylcarbamoyl)phenyl]amino}-5-(trifluoromethyl)pyrimidin-2-yl]amino}-3-benzyl)phosphonate) with diethyl (4-{[4-chloro-5-(trifluoromethyl)pyrimidin-2-yl]amino}benzyl)phosphonate (10.0 mg, 0.0236 mmol) and 2-amino-5-cyano-N-methylbenzamide (Compound 150A, 8.3 mg, 0.0472 mmol). The crude mixture was purified by MDP to obtain the title compound as white solid (2.9 mg, 22% yield). 1H NMR (400 MHz, CD3... Reaction SMILES: [OH:1][C:2]1[CH:3]=[C:4]([NH:8][C:9](=[O:15])[O:10][C:11]([CH3:14])([CH3:13])[CH3:12])[CH:5]=[CH:6][CH:7]=1.[Si:16](Cl)([C:19]([CH3:22])([CH3:21])[CH3:20])([CH3:18])[CH3:17].N1C=CN=C1>CN(C=O)C>[Si:16]([O:1][C:2]1[CH:3]=[C:4]([NH:8][C:9](=[O:15])[O:10][C:11]([CH3:12])([CH3:14])[CH3:13])[CH:5]=[CH:6][CH:7]=1)([C:19]([CH3:22])([CH3:21])[CH3:20])([CH3:18])[CH3:17]. Product: [Si](C)(C)(C(C)(C)C)OC=1C=C(C=CC1)NC(OC(C)(C)C)=O (tert-Butyl 3-{[tert-Butyl(dimethyl)silyl]oxy}phenylcarbamate). The solvent is CN(C)C=O (DMF). Starting materials: OC=1C=C(C=CC1)NC(OC(C)(C)C)=O (tert-Butyl 3-Hydroxyphenylcarbamate), [Si](C)(C)(C(C)(C)C)Cl (t-butyldimethylsilyl chloride), N1C=NC=C1 (imidazole). Reported procedure: A solution of tert-butyl 3-hydroxyphenylcarbamate (12-2, 6.40 g, 30.6 mmol, 1 equiv), t-butyldimethylsilyl chloride (4.61 g, 30.6 mmol, 1.00 equiv), and imidazole (2.71 g, 39.8 mmol, 1.30 equiv) in DMF (50 mL) was stirred at 23° C. for 16 h. The reaction mixture was partitioned between half-saturated sodium bicarbonate solution and ethyl acetate (200 mL). The organic layer was washed successively with half-saturated ammonium chloride solution (100 mL), saturated sodium bicarbonate solution (100 ... Reactants: ClC=1C2=C(N=CN1)NC(=C2)C=2CCN(CC2)S(=O)(=O)C (4-chloro-6-(1-(methylsulfonyl)-1,2,3,6-tetrahydropyridin-4-yl)-7H-pyrrolo[2,3-d]pyrimidine), N1CCOCC1 (morpholine), C(C)N(C(C)C)C(C)C (N-ethyl-N-isopropylpropan-2-amine). Run in O1CCCC1 (tetrahydrofuran). Run at temperature 60 celsius, time 8 hour. Yields the product CS(=O)(=O)N1CCC(=CC1)C1=CC2=C(N=CN=C2N2CCOCC2)N1 (6-[1-(methylsulfonyl)-1,2,3,6-tetrahydropyridin-4-yl]-4-(morpholin-4-yl)-7H-pyrrolo[2,3-d]pyrimidine). RXN SMILES: Cl[C:2]1[C:3]2[CH:10]=[C:9]([C:11]3[CH2:12][CH2:13][N:14]([S:17]([CH3:20])(=[O:19])=[O:18])[CH2:15][CH:16]=3)[NH:8][C:4]=2[N:5]=[CH:6][N:7]=1.[NH:21]1[CH2:26][CH2:25][O:24][CH2:23][CH2:22]1.C(N(C(C)C)C(C)C)C>O1CCCC1>[CH3:20][S:17]([N:14]1[CH2:15][CH:16]=[C:11]([C:9]2[NH:8][C:4]3[N:5]=[CH:6][N:7]=[C:2]([N:21]4[CH2:26][CH2:25][O:24][CH2:23][CH2:22]4)[C:3]=3[CH:10]=2)[CH2:12][CH2:13]1)(=[O:19])=[O:18]. Reported procedure: To a solution of Example 41A (100 mg, 0.320 mmol) and morpholine (2.52 mL, 3 mmol) in 3 mL tetrahydrofuran/1 mL N,N-dimethylformamide was added N-ethyl-N-isopropylpropan-2-amine (0.084 mL, 0.480 mmol). The resulting reaction was stirred at 60° C. overnight. The solvent was removed in vacuo and the residue dried under high-vacuum for 2 hours. The crude solid was triturated with ethyl acetate, collected by filtration, and dried under high-vacuum to give the title compound. 1H NMR (500 MHz, DMSO-d6... Starting materials: CC(=C)C(=O)OCCO (HEMA), C(CCCCCCCCCCC)C1=CC=C(C=C1)S(=O)(=O)O (p-dodecylbenzene sulfonic acid), CCCCCCC (heptane), azlactone, CC(=C)C(=O)OCCO (HEMA), azlactone carbonyl. The solvent is C(C)(=O)OCC (ethyl acetate). Run at time 8 hour. Product: C(C=1C(O)=CC=CC1)(=O)O (salicylic acid). RXN SMILES: [CH3:1][C:2]([C:4]([O:6]CCO)=[O:5])=[CH2:3].C(C1C=CC(S(O)(=O)=[O:29])=CC=1)CCCCCCCCCCC.[CH3:32][CH2:33][CH2:34]CCCC>C(OCC)(=O)C>[C:4]([OH:6])(=[O:5])[C:2]1[C:1](=[CH:32][CH:33]=[CH:34][CH:3]=1)[OH:29]. Procedure details: A mixture of 2 g of HEMA, 1.5 g of 10% p-dodecylbenzene sulfonic acid (DBSA) in heptane and 15 ml of ethyl acetate was added to the polymeric stabilizer precursor solution prepared above. The reaction mixture was stirred at room temperature overnight. The IR spectra of a dry film of the polymeric solution showed the disappearance of the azlactone carbonyl peak, indicating the completion of the reaction of the azlactone with HEMA. The reactants are BrCCCBr, Cn1c(-c2ccccc2)n[nH]c1=O, CN(C)C=O, CCOC(C)=O, [H-], [Na+], O. Product: Cn1c(-c2ccccc2)nn(CCCBr)c1=O. Reaction SMILES: [Br:14][CH2:15][CH2:16][CH2:17][Br:18].[CH3:1][n:2]1[c:3](=[O:13])[nH:4][n:5][c:6]1-[c:7]1[cH:8][cH:9][cH:10][cH:11][cH:12]1.[CH3:22][N:23]([CH3:24])[CH:25]=[O:26].[CH3:27][CH2:28][O:29][C:30](=[O:31])[CH3:32].[H-:19].[Na+:20].[OH2:21]>>[CH3:1][n:2]1[c:3](=[O:13])[n:4]([CH2:17][CH2:16][CH2:15][Br:14])[n:5][c:6]1-[c:7]1[cH:8][cH:9][cH:10][cH:11][cH:12]1. Starting materials: O (water), OC1=C(C=C(C2=CC=CC=C12)O)C(=O)O (1,4-Dihydroxy-2-naphthoic acid), C(=O)(O)[O-].[Na+] (NaHCO3), CI (Methyl iodide). Solvent: CN(C=O)C (DMF). Run at time 24 hour. Yields the product OC1=C(C=C(C2=CC=CC=C12)O)C(=O)OC (Methyl 1,4-dihydroxynapthalene-2-carboxylate). Yield: 82.3%. Reaction SMILES: [OH:1][C:2]1[C:11]2[C:6](=[CH:7][CH:8]=[CH:9][CH:10]=2)[C:5]([OH:12])=[CH:4][C:3]=1[C:13]([OH:15])=[O:14].[C:16]([O-])(O)=O.[Na+].CI.O>CN(C)C=O>[OH:1][C:2]1[C:11]2[C:6](=[CH:7][CH:8]=[CH:9][CH:10]=2)[C:5]([OH:12])=[CH:4][C:3]=1[C:13]([O:15][CH3:16])=[O:14] |f:1.2|. Reported procedure: 1,4-Dihydroxy-2-naphthoic acid (10 g, 49 mmol) and NaHCO3 (4.12 g, 49 mmol) was dissolved in DMF (dimethylformamide) (50 mL). Methyl iodide (6.96 g, 49 mmol) was added and the solution stirred at room temperature for 24 h, poured into water (1 L), filtered and washed with water to give the title compound (8.80 g, 82%) as a green powder. Starting materials: BrC1=C(C=CC=C1)S(=O)(=O)NCCO (2-bromo-N-(2-hydroxyethyl)benzenesulfonamide), NC=1C(=NC(=CN1)C1=C(C=C(C=C1)B1OC(C(O1)(C)C)(C)C)F)C#N (3-amino-6-(2-fluoro-4-(4,4,5,5-tetramethyl-1,3,2-dioxaborolan-2-yl)phenyl)pyrazine-2-carbonitrile). The product is NC=1N=CC(=NC1C#N)C1=C(C=C(C=C1)C=1C(=CC=CC1)S(=O)(=O)NCCO)F (4′-(5-Amino-6-cyanopyrazin-2-yl)-3′-fluoro-N-(2-hydroxyethyl)biphenyl-2-sulfonamide). Reaction SMILES: Br[C:2]1[CH:7]=[CH:6][CH:5]=[CH:4][C:3]=1[S:8]([NH:11][CH2:12][CH2:13][OH:14])(=[O:10])=[O:9].[NH2:15][C:16]1[C:17]([C:38]#[N:39])=[N:18][C:19]([C:22]2[CH:27]=[CH:26][C:25](B3OC(C)(C)C(C)(C)O3)=[CH:24][C:23]=2[F:37])=[CH:20][N:21]=1>>[NH2:15][C:16]1[N:21]=[CH:20][C:19]([C:22]2[CH:27]=[CH:26][C:25]([C:2]3[C:3]([S:8]([NH:11][CH2:12][CH2:13][OH:14])(=[O:10])=[O:9])=[CH:4][CH:5]=[CH:6][CH:7]=3)=[CH:24][C:23]=2[F:37])=[N:18][C:17]=1[C:38]#[N:39]. Reported procedure: The title compound was prepared in manner similar to that described in Example 88 using 2-bromo-N-(2-hydroxyethyl)benzenesulfonamide and 3-amino-6-(2-fluoro-4-(4,4,5,5-tetramethyl-1,3,2-dioxaborolan-2-yl)phenyl)pyrazine-2-carbonitrile. MS (ESI): mass calcd. for C19H16FN5O3S, 413.10; m/z found, 414.0 [M+H]+. 1H NMR (500 MHz, CDCl3) δ 8.81 (d, J=1.8, 1H), 8.17 (dd, J=8.0, 1.4, 1H), 8.02 (m, 1H), 7.64 (m, 1H), 7.56 (m, 1H), 7.40-7.31 (m, 3H), 5.38 (s, 2H), 4.35 (s, 1H), 3.64-3.58 (m, 2H), 2.95-2.87... Reactants: Cn1ccnc1C1=CCN(C(=O)OC(C)(C)C)CC1, CC(C)(C)OC(=O)N1CC=C(c2nccs2)CC1. Product: Cn1ccnc1C1=CCNCC1. Reaction SMILES: [CH3:1][n:2]1[c:3]([C:7]2=[CH:12][CH2:11][N:10]([C:13]([O:14][C:15]([CH3:16])([CH3:17])[CH3:18])=[O:19])[CH2:9][CH2:8]2)[n:4][cH:5][cH:6]1.[s:20]1[cH:21][cH:22][n:23][c:24]1[C:25]1=[CH:37][CH2:36][N:28]([C:29]([O:30][C:31]([CH3:32])([CH3:33])[CH3:34])=[O:35])[CH2:27][CH2:26]1>>[CH3:1][n:2]1[c:3]([C:7]2=[CH:12][CH2:11][NH:10][CH2:9][CH2:8]2)[n:4][cH:5][cH:6]1. Reactants: ice water, C(C)(=O)N1CC(OC2=C1C=C(C(=C2)[N+](=O)[O-])NC(C(F)(F)F)=O)(C)C (4-acetyl-3,4-dihydro-2,2-dimethyl-7-nitro-6-trifluoroacetylamino-2H-1,4-benzoxazine), CO (methanol), C([O-])(O)=O.[Na+] (sodium bicarbonate). The solvent is O (water). Conditions: time 7 hour. Product: C(C)(=O)N1CC(OC2=C1C=C(C(=C2)[N+](=O)[O-])N)(C)C (4-acetyl-6-amino-3,4-dihydro-2,2-dimethyl-7-nitro-2H-1,4-benzoxazine). Isolated yield 85.1%. RXN SMILES: [C:1]([N:4]1[C:9]2[CH:10]=[C:11]([NH:17]C(=O)C(F)(F)F)[C:12]([N+:14]([O-:16])=[O:15])=[CH:13][C:8]=2[O:7][C:6]([CH3:25])([CH3:24])[CH2:5]1)(=[O:3])[CH3:2].CO.C(=O)(O)[O-].[Na+]>O>[C:1]([N:4]1[C:9]2[CH:10]=[C:11]([NH2:17])[C:12]([N+:14]([O-:16])=[O:15])=[CH:13][C:8]=2[O:7][C:6]([CH3:25])([CH3:24])[CH2:5]1)(=[O:3])[CH3:2] |f:2.3|. Procedure details: A mixture of 21.6 g 4-acetyl-3,4-dihydro-2,2-dimethyl-7-nitro-6-trifluoroacetylamino-2H-1,4-benzoxazine, 500 ml methanol, 50 ml water and 10.5 g sodium bicarbonate was stirred at room temperature for seven hours, the reaction mixture was poured into 1.5 l ice water, and the precipitate which separated out was collected by filtration and recrystallized from 450 ml ethanol, giving 13.5 g of 4-acetyl-6-amino-3,4-dihydro-2,2-dimethyl-7-nitro-2H-1,4-benzoxazine.